From a dataset of the Open Reaction Database (ORD), a public repository of structured organic reaction records. describe an organic reaction: reactants, conditions, products, and yield Starting materials: N1C=CC2=CC(=CC=C12)C=CS(=O)(=O)N(C)C (2-(1H-Indol-5-yl)-N,N-dimethylethenesulphonamide). The reagents and catalysts are [Pd]=O (palladium oxide). Solvent: C(C)O (ethanol). Reaction conditions: time 1 hour. The product is CN(S(=O)(=O)CCC=1C=C2C=CNC2=CC1)C (N,N-Dimethyl-1H-indole-5-ethanesulphonamide). The yield is 73.1%. As a reaction SMILES: [NH:1]1[C:9]2[C:4](=[CH:5][C:6]([CH:10]=[CH:11][S:12]([N:15]([CH3:17])[CH3:16])(=[O:14])=[O:13])=[CH:7][CH:8]=2)[CH:3]=[CH:2]1>C(O)C.[Pd]=O>[CH3:17][N:15]([CH3:16])[S:12]([CH2:11][CH2:10][C:6]1[CH:5]=[C:4]2[C:9](=[CH:8][CH:7]=1)[NH:1][CH:2]=[CH:3]2)(=[O:14])=[O:13]. Procedure details: A solution of the product of Stage (i) (3.8 g) in ethanol (400 ml) was hydrogenated at room temperature and pressure over 10% palladium oxide on charcoal (50% aq. paste, 0.5 g), for 2 h. The catalyst was filtered off and replaced with a fresh batch (50% aq. paste, 0.5 g) and hydrogenation continued for a further 1 h. The catalyst was filtered off and the filtrate evaporated in vacuo to give a solid (2.8 g) which was recrystallised from a mixture of ethyl acetate and hexane to give the title comp... Reactants: C1(CCCCC1)/C=C/C1=CC(=CS1)C=O ((E)-5-(2-cyclohexylvinyl)thiophene-3-carbaldehyde), CC#N (CH3CN). The product is C1(CCCCC1)/C=C/C1=CC(=CS1)C(CC#N)O ((E)-3-(5-(2-cyclohexylvinyl)thiophen-3-yl)-3-hydroxypropanenitrile). RXN SMILES: [CH:1]1(/[CH:7]=[CH:8]/[C:9]2[S:13][CH:12]=[C:11]([CH:14]=[O:15])[CH:10]=2)[CH2:6][CH2:5][CH2:4][CH2:3][CH2:2]1.[CH3:16][C:17]#[N:18]>>[CH:1]1(/[CH:7]=[CH:8]/[C:9]2[S:13][CH:12]=[C:11]([CH:14]([OH:15])[CH2:16][C:17]#[N:18])[CH:10]=2)[CH2:6][CH2:5][CH2:4][CH2:3][CH2:2]1. Reported procedure: Addition of CH3CN to (E)-5-(2-cyclohexylvinyl)thiophene-3-carbaldehyde following the method used in Example 3 gave (E)-3-(5-(2-cyclohexylvinyl)thiophen-3-yl)-3-hydroxypropanenitrile as a yellow oil which was used in the next step without further purification. Yield (0.47 g, quant.). The reactants are BrC1=CC(=C(OCCN(C)C)C=C1)[N+](=O)[O-] (2-(4-bromo-2-nitrophenoxy)-N,N-dimethylethanamine), [Cl-].[NH4+] (ammonium chloride). The reagents and catalysts are [Zn] (Zinc). The solvent is C1CCOC1.O (THF Water). Reaction conditions: time 4 hour. The product is BrC=1C=CC(=C(N)C1)OCCN(C)C (5-bromo-2-(2-(dimethylamino)ethoxy)aniline). Yield: 51.7%. As a reaction SMILES: [Br:1][C:2]1[CH:13]=[CH:12][C:5]([O:6][CH2:7][CH2:8][N:9]([CH3:11])[CH3:10])=[C:4]([N+:14]([O-])=O)[CH:3]=1.[Cl-].[NH4+]>[Zn].C1COCC1.O>[Br:1][C:2]1[CH:13]=[CH:12][C:5]([O:6][CH2:7][CH2:8][N:9]([CH3:11])[CH3:10])=[C:4]([CH:3]=1)[NH2:14] |f:1.2,4.5|. Procedure: Zinc dust (4.52 g, 69.2 mmol) was added to a stirred solution of 2-(4-bromo-2-nitrophenoxy)-N,N-dimethylethanamine (4 g, 13.8 mmol), ammonium chloride (3.7 g, 69.2 mmol), THF/Water (40/40 mL) at RT. Reaction completed in 4 hours. The RM was filtered and the filtrate was concentrated. The residue was dissolved in ethyl acetate and washed with water, dried over sodium sulfate, concentrated to get the crude mass which was washed with hexanes to afford titled compound 1.85 g (51.67% yield) as solid.... Starting materials: S1C(=CC=C1)CC(=O)O (thiophen-2-yl-acetic acid), C1=CC2=C(N=C1)N(N=N2)O (HOAT), CCN(C(C)C)C(C)C (DIPEA), COC(C1=CC(=C(C=C1)NC1C(CCCC1)C(F)(F)F)N)=O (3-Amino-4-(2-trifluoromethyl-cyclohexylamino)-benzoic acid methyl ester). Solvent: CN(C)C=O (DMF), C(CCl)Cl (EDC), O (water). Run at time 16 hour. The product is COC(C1=CC(=C(C=C1)NC1C(CCCC1)C(F)(F)F)NC(CC=1SC=CC1)=O)=O (3-(2-Thiophen-2-yl-acetylamino)-4-(2-trifluoromethyl-cyclohexylamino)-benzoic acid methyl ester). The yield is 99.7%. RXN SMILES: [S:1]1[CH:5]=[CH:4][CH:3]=[C:2]1[CH2:6][C:7]([OH:9])=O.C1C=NC2N(O)N=NC=2C=1.CCN(C(C)C)C(C)C.[CH3:29][O:30][C:31](=[O:50])[C:32]1[CH:37]=[CH:36][C:35]([NH:38][CH:39]2[CH2:44][CH2:43][CH2:42][CH2:41][CH:40]2[C:45]([F:48])([F:47])[F:46])=[C:34]([NH2:49])[CH:33]=1>CN(C=O)C.O.C(Cl)CCl>[CH3:29][O:30][C:31](=[O:50])[C:32]1[CH:37]=[CH:36][C:35]([NH:38][CH:39]2[CH2:44][CH2:43][CH2:42][CH2:41][CH:40]2[C:45]([F:48])([F:46])[F:47])=[C:34]([NH:49][C:7](=[O:9])[CH2:6][C:2]2[S:1][CH:5]=[CH:4][CH:3]=2)[CH:33]=1. Procedure details: To a solution of 0.71 g of thiophen-2-yl-acetic acid in 10 ml of dry DMF 0.68 g of HOAT, 1.22 g of EDC and 2.25 ml of DIPEA were added at 0° C. After 30 min 1.44 g of 3-Amino-4-(2-trifluoromethyl-cyclohexylamino)-benzoic acid methyl ester were added, and the reaction was stirred at rt for 16 h. The reaction was then poured into water and extracted with ethyl acetate three times. The combined organic phases were washed with saturated aqueous sodium bicarbonate solution and brine, dried over magne... Starting materials: O1C(=CC2=C1C=CC=C2)NC2=NC=C(C=C2)Br (3-benzofuran-2-yl-5-bromopyridin-2-ylamine), CN1N=CC(=C1)B1OC(C(O1)(C)C)(C)C (1-methyl-4-(4,4,5,5-tetramethyl-1,3,2-dioxaborolan-2-yl)-1H-pyrazole), C([O-])([O-])=O.[K+].[K+] (potassium carbonate). The reagents and catalysts are C=1C=CC(=CC1)[P](C=2C=CC=CC2)(C=3C=CC=CC3)[Pd]([P](C=4C=CC=CC4)(C=5C=CC=CC5)C=6C=CC=CC6)([P](C=7C=CC=CC7)(C=8C=CC=CC8)C=9C=CC=CC9)[P](C=1C=CC=CC1)(C=1C=CC=CC1)C=1C=CC=CC1 (Pd(PPh3)4). Solvent: COCCOC (DME). Run at temperature 100 celsius. Yields the product O1C(=CC2=C1C=CC=C2)NC2=NC=C(C=C2)C=2C=NN(C2)C (3-Benzofuran-2-yl-5-(1-methyl-1H-pyrazol-4-yl)-pyridin-2-ylamine). As a reaction SMILES: [O:1]1[C:5]2[CH:6]=[CH:7][CH:8]=[CH:9][C:4]=2[CH:3]=[C:2]1[NH:10][C:11]1[CH:16]=[CH:15][C:14](Br)=[CH:13][N:12]=1.[CH3:18][N:19]1[CH:23]=[C:22](B2OC(C)(C)C(C)(C)O2)[CH:21]=[N:20]1.C(=O)([O-])[O-].[K+].[K+]>C1C=CC([P]([Pd]([P](C2C=CC=CC=2)(C2C=CC=CC=2)C2C=CC=CC=2)([P](C2C=CC=CC=2)(C2C=CC=CC=2)C2C=CC=CC=2)[P](C2C=CC=CC=2)(C2C=CC=CC=2)C2C=CC=CC=2)(C2C=CC=CC=2)C2C=CC=CC=2)=CC=1.COCCOC>[O:1]1[C:5]2[CH:6]=[CH:7][CH:8]=[CH:9][C:4]=2[CH:3]=[C:2]1[NH:10][C:11]1[CH:16]=[CH:15][C:14]([C:22]2[CH:21]=[N:20][N:19]([CH3:18])[CH:23]=2)=[CH:13][N:12]=1 |f:2.3.4,^1:42,44,63,82|. Procedure: A suspension of 3-benzofuran-2-yl-5-bromopyridin-2-ylamine (65.2 mg, 0.226 mmol, 1 eq), 1-methyl-4-(4,4,5,5-tetramethyl-1,3,2-dioxaborolan-2-yl)-1H-pyrazole (56.7 mg, 0.272 mmol, 1.2 eq), Pd(PPh3)4 (18.6 mg, 0.0161 mmol, 7 mol %), and potassium carbonate (101.1 mg, 0.732 mmol, 3.2 eq) in a 4:1 mixture of DME:H2O (2.5 mL) was evacuated and charged with nitrogen several times, after which the sample was heated in the microwave reactor to 100° C. for 45 min. EtOAc was added to dilute the reaction, ... Starting materials: CS(=O)(=O)N1CCC(N)CC1, O=C(O)C(F)(F)F, CCc1ccc(F)cc1C(=O)c1cnc(S(=O)CC)nc1N. Yields the product CCc1ccc(F)cc1C(=O)c1cnc(NC2CCN(S(C)(=O)=O)CC2)nc1N. Reaction SMILES: [CH3:23][S:24](=[O:25])(=[O:26])[N:27]1[CH2:28][CH2:29][CH:30]([NH2:33])[CH2:31][CH2:32]1.[F:34][C:35]([F:36])([F:37])[C:38]([OH:39])=[O:40].[NH2:1][c:2]1[n:3][c:4]([S:19]([CH2:20][CH3:21])=[O:22])[n:5][cH:6][c:7]1[C:8](=[O:9])[c:10]1[c:11]([CH2:17][CH3:18])[cH:12][cH:13][c:14]([F:16])[cH:15]1>>[NH2:1][c:2]1[n:3][c:4]([NH:33][CH:30]2[CH2:29][CH2:28][N:27]([S:24]([CH3:23])(=[O:25])=[O:26])[CH2:32][CH2:31]2)[n:5][cH:6][c:7]1[C:8](=[O:9])[c:10]1[c:11]([CH2:17][CH3:18])[cH:12][cH:13][c:14]([F:16])[cH:15]1. Starting materials: C=1C=CC(=CC1)N2CCN(CC2)CC(CO)O (dropropizine), C([C@H](O)[C@@H](O)C(=O)O)(=O)O (L(+)tartaric acid). Yields the product C=1C=CC(=CC1)N2CCN(CC2)C[C@@H](CO)O (levodropropizine). RXN SMILES: [CH:1]1[CH:2]=[CH:3][C:4]([N:7]2[CH2:12][CH2:11][N:10]([CH2:13][CH:14]([OH:17])[CH2:15][OH:16])[CH2:9][CH2:8]2)=[CH:5][CH:6]=1.C(O)(=O)[C@@H]([C@H](C(O)=O)O)O>>[CH:1]1[CH:6]=[CH:5][C:4]([N:7]2[CH2:8][CH2:9][N:10]([CH2:13][C@H:14]([OH:17])[CH2:15][OH:16])[CH2:11][CH2:12]2)=[CH:3][CH:2]=1. Procedure: According to the invention, resolution of dropropizine is carried out by treating it with L(+)tartaric acid in aqueous medium: the precipitated salt is then crystallized, alkalinized and recrystallized to give levodropropizine.